Dataset: the Open Reaction Database (ORD), a public repository of structured organic reaction records. Task: describe an organic reaction: reactants, conditions, products, and yield Reactants: C1CCOC1, CN1C(=O)c2[nH]c3ccccc3c2Oc2ccccc21, ClCCCN1CCCCC1, Cl. Product: CN1C(=O)c2c(c3ccccc3n2CCCN2CCCCC2)Oc2ccccc21, Cl. As a reaction SMILES: [CH2:21]1[O:22][CH2:23][CH2:24][CH2:25]1.[CH3:1][N:2]1[C:3](=[O:20])[c:4]2[c:5]([c:13]3[cH:14][cH:15][cH:16][cH:17][c:18]3[nH:19]2)[O:6][c:7]2[c:8]1[cH:9][cH:10][cH:11][cH:12]2.[Cl:26][CH2:27][CH2:28][CH2:29][N:30]1[CH2:31][CH2:32][CH2:33][CH2:34][CH2:35]1.[ClH:36]>>[CH3:1][N:2]1[C:3](=[O:20])[c:4]2[c:5]([c:13]3[cH:14][cH:15][cH:16][cH:17][c:18]3[n:19]2[CH2:27][CH2:28][CH2:29][N:30]2[CH2:31][CH2:32][CH2:33][CH2:34][CH2:35]2)[O:6][c:7]2[c:8]1[cH:9][cH:10][cH:11][cH:12]2.[ClH:26]. The reactants are ClC1=CC=C(C=C1)C1CCN(CC1)C(CCC(=O)C1=CC2=C(CCNCC2)C=C1)=O (4-[4-(4-Chlorophenyl)-1-piperidinyl]-4-oxo-1-(2,3,4,5-tetrahydro-1H-3-benzazepin-7-yl)-1-butanone), C=O (formaldehyde), C(=O)O (formic acid), [OH-].[Na+] (sodium hydroxide). Run in O (water). Run at temperature 100 celsius. Product: ClC1=CC=C(C=C1)C1CCN(CC1)C(CCC(=O)C1=CC2=C(CCN(CC2)C)C=C1)=O (4-[4-(4-Chlorophenyl)-1-piperidinyl]-4-oxo-1-(3-methyl-2,3,4,5-tetrahydro-1H-3-benzazepin-7-yl)-1-butanone). RXN SMILES: [Cl:1][C:2]1[CH:7]=[CH:6][C:5]([CH:8]2[CH2:13][CH2:12][N:11]([C:14](=[O:30])[CH2:15][CH2:16][C:17]([C:19]3[CH:29]=[CH:28][C:22]4[CH2:23][CH2:24][NH:25][CH2:26][CH2:27][C:21]=4[CH:20]=3)=[O:18])[CH2:10][CH2:9]2)=[CH:4][CH:3]=1.C=O.[CH:33](O)=O.[OH-].[Na+]>O>[Cl:1][C:2]1[CH:7]=[CH:6][C:5]([CH:8]2[CH2:9][CH2:10][N:11]([C:14](=[O:30])[CH2:15][CH2:16][C:17]([C:19]3[CH:29]=[CH:28][C:22]4[CH2:23][CH2:24][N:25]([CH3:33])[CH2:26][CH2:27][C:21]=4[CH:20]=3)=[O:18])[CH2:12][CH2:13]2)=[CH:4][CH:3]=1 |f:3.4|. Procedure details: A mixture of 4-[4-(4-chlorophenyl)-1-piperidinyl]-4-oxo-1-(2,3,4,5-tetrahydro-1H-3-benzazepin-7-yl)-1-butanone (0.3 g, 0.70 mmol) obtained in Example 15, formaldehyde (0.086 ml, 1.06 mmol) and formic acid (0.9 ml) was heated at 100° C. for 4 hours, then poured into water, made basic with 8 N aqueous sodium hydroxide and extracted with ethyl acetate. The extract was washed with water and then with a saturated saline solution, and dried over anhydrous magnesium sulfate. After the solvent was disti... The reactants are O=C1SC[C@@H](N1)C(=O)O ((4S)-2-oxothiazolidine-4-carboxylic acid), [N+](=O)(O)[O-].[N+](=O)([O-])OCCN (N-(2-nitrooxyethyl)amine nitrate). The product is [N+](=O)([O-])OCCNC(=O)[C@@H]1NC(SC1)=O ((4S)-N-(2-Nitrooxyethyl)-2-oxothiazolidine-4-carboxamide). Isolated yield 31.3%. RXN SMILES: [O:1]=[C:2]1[NH:6][C@@H:5]([C:7]([OH:9])=O)[CH2:4][S:3]1.[N+]([O-])(O)=O.[N+:14]([O:17][CH2:18][CH2:19][NH2:20])([O-:16])=[O:15]>>[N+:14]([O:17][CH2:18][CH2:19][NH:20][C:7]([C@H:5]1[CH2:4][S:3][C:2](=[O:1])[NH:6]1)=[O:9])([O-:16])=[O:15] |f:1.2|. Reported procedure: Following a procedure similar to that described in Example 1, but using 1.0 g of (4S)-2-oxothiazolidine-4-carboxylic acid and 1.15 g of N-(2-nitrooxyethyl)amine nitrate, 0.50 g of the title compound was obtained as pale yellow needles, melting at 129°-130° C. (with decomposition). The reactants are COC(CC=1C=C(C(=CC1)OC)C1=C(C=C(C=C1)C(F)(F)F)CNCCOC)=O ({6-methoxy-2′-[(2-methoxy-ethylamino)-methyl]-4′-trifluoromethyl-biphenyl-3-yl}-acetic acid methyl ester), C(C)(=O)Cl (acetyl chloride). The product is COC(CC=1C=C(C(=CC1)OC)C1=C(C=C(C=C1)C(F)(F)F)CN(CCOC)C(C)=O)=O ((2′-{[Acetyl-(2-methoxy-ethyl)-amino]-methyl}-6-methoxy-4′-trifluoromethyl-biphenyl-3-yl)-acetic acid methyl ester). Reaction SMILES: [CH3:1][O:2][C:3](=[O:29])[CH2:4][C:5]1[CH:6]=[C:7]([C:13]2[CH:18]=[CH:17][C:16]([C:19]([F:22])([F:21])[F:20])=[CH:15][C:14]=2[CH2:23][NH:24][CH2:25][CH2:26][O:27][CH3:28])[C:8]([O:11][CH3:12])=[CH:9][CH:10]=1.[C:30](Cl)(=[O:32])[CH3:31]>>[CH3:1][O:2][C:3](=[O:29])[CH2:4][C:5]1[CH:6]=[C:7]([C:13]2[CH:18]=[CH:17][C:16]([C:19]([F:21])([F:20])[F:22])=[CH:15][C:14]=2[CH2:23][N:24]([C:30](=[O:32])[CH3:31])[CH2:25][CH2:26][O:27][CH3:28])[C:8]([O:11][CH3:12])=[CH:9][CH:10]=1. Procedure details: Prepared according to the procedure described in Example 1, Step 6, using the following starting materials: {6-methoxy-2′-[(2-methoxy-ethylamino)-methyl]-4′-trifluoromethyl-biphenyl-3-yl}-acetic acid methyl ester and acetyl chloride. Starting materials: O (water), ClC1=C(C=O)C=C(C=C1)[N+](=O)[O-] (2-chloro-5-nitrobenzaldehyde), [BH-](OC(=O)C)(OC(=O)C)OC(=O)C.[Na+] (NaBH(OAc)3), CNC (dimethylamine). Solvent: C1CCOC1 (THF). Conditions: temperature 0 celsius. The product is ClC1=C(C=C(C=C1)[N+](=O)[O-])CN(C)C (1-(2-chloro-5-nitrophenyl)-N,N-dimethylmethanamine). Isolated yield 81.2%. RXN SMILES: [Cl:1][C:2]1[CH:9]=[CH:8][C:7]([N+:10]([O-:12])=[O:11])=[CH:6][C:3]=1[CH:4]=O.[CH3:13][NH:14][CH3:15].[BH-](OC(C)=O)(OC(C)=O)OC(C)=O.[Na+].O>C1COCC1>[Cl:1][C:2]1[CH:9]=[CH:8][C:7]([N+:10]([O-:12])=[O:11])=[CH:6][C:3]=1[CH2:4][N:14]([CH3:15])[CH3:13] |f:2.3|. Procedure details: 2-chloro-5-nitrobenzaldehyde (1 g, 5.39 mmol) was dissolved in THF (10 mL), and added with dimethylamine (2 M THF solution, 2.7 mL, 5.39 mmol). The reaction solution was cooled to 0° C., and NaBH(OAc)3 (1.6 g, 7.55 mmol) was slowly added thereto, followed by stirring for 12 hours or more at room temperature. The reaction mixture was added with water, and subjected to extraction with ethyl acetate. The separated organic layer was dried over anhydrous sodium sulfate, filtered, and concentrated und... The reactants are BrB(Br)Br, COc1ccccc1C=C1N=C(C)N(C)C1=O, ClCCl, O. The product is CC1=NC(=Cc2ccccc2O)C(=O)N1C. As a reaction SMILES: [B:18]([Br:19])([Br:20])[Br:21].[CH3:1][C:2]1=[N:3][C:4](=[CH:9][c:10]2[c:11]([O:16][CH3:17])[cH:12][cH:13][cH:14][cH:15]2)[C:5](=[O:8])[N:6]1[CH3:7].[Cl:23][CH2:24][Cl:25].[OH2:22]>>[CH3:1][C:2]1=[N:3][C:4](=[CH:9][c:10]2[c:11]([OH:16])[cH:12][cH:13][cH:14][cH:15]2)[C:5](=[O:8])[N:6]1[CH3:7]. The reactants are FC=1C=C(C=CC1)S (3-Fluorothiophenol), C(C=C)(=O)O (acrylic acid). The solvent is CCOCC (ether). Run at time 20.2 hour. Product: FC=1C=C(C=CC1)SCCC(=O)O (3-(3-fluorophenylthio)propanoic acid). Yield: 80.3%. As a reaction SMILES: [F:1][C:2]1[CH:3]=[C:4]([SH:8])[CH:5]=[CH:6][CH:7]=1.[C:9]([OH:13])(=[O:12])[CH:10]=[CH2:11]>CCOCC>[F:1][C:2]1[CH:3]=[C:4]([S:8][CH2:11][CH2:10][C:9]([OH:13])=[O:12])[CH:5]=[CH:6][CH:7]=1. Reported procedure: 3-Fluorothiophenol (5.39 g, 42 mmol) was placed in a flask with acrylic acid (3.73 g, 52 mmol) and stirred at room temperature for 20.2 hours. The reaction mixture solidified, was dissolved in ether and extracted with 10% Na2CO3. The aqueous layer was acidified with concentrated hydrochloric acid, extracted with ether, washed with brine, dried over MgSO4, and concentrated in vacuo to give the 3-(3-fluorophenylthio)propanoic acid (6.75 g), contaminated with some acrylic acid, as a white solid whi... Starting materials: COCOC1=CC=CC2=CC=CC=C12 (1-methoxymethoxy-naphthalene), C(CCC)[Li] (n-butyllithium), C1(CCCCC1)=O (cyclohexanone), CCCCCC.C(C)(=O)OCC (hexane ethyl acetate). The solvent is CCOCC (ether). Reaction conditions: time 1.5 hour. Yields the product OC1(CCCCC1)C1=C(C2=CC=CC=C2C=C1)OCOC (2-(1-Hydroxycyclohexyl)-1-methoxymethoxy-naphthalene). The yield is 57.6%. RXN SMILES: [CH3:1][O:2][CH2:3][O:4][C:5]1[C:14]2[C:9](=[CH:10][CH:11]=[CH:12][CH:13]=2)[CH:8]=[CH:7][CH:6]=1.C([Li])CCC.[C:20]1(=[O:26])[CH2:25][CH2:24][CH2:23][CH2:22][CH2:21]1.CCCCCC.C(OCC)(=O)C>CCOCC>[OH:26][C:20]1([C:6]2[CH:7]=[CH:8][C:9]3[C:14](=[CH:13][CH:12]=[CH:11][CH:10]=3)[C:5]=2[O:4][CH2:3][O:2][CH3:1])[CH2:25][CH2:24][CH2:23][CH2:22][CH2:21]1 |f:3.4|. Procedure: A solution of 1-methoxymethoxy-naphthalene (3.76 g, 0.020 mole) in dry ether (40 mL) was treated with n-butyllithium (1.6M in hexane: 25.0 mL, 0.040 mole) at room temperature over a period of 15 minutes. After stirring for an additional 1.5 hours, a solution of cyclohexanone (4.90 g, 0.050 mole) in either (15 mL) was added and the resulting mixture was stirred at room temperature for 2 hours. It was then quenched with saturated aqueous ammonium chloride and the crude product was isolated by extr... Reaction SMILES: [F:1][C:2]1[CH:7]=[CH:6][C:5]([S:8]([NH:11][C:12]2([C:15]([O:17][CH3:18])=[O:16])[CH2:14][CH2:13]2)(=[O:10])=[O:9])=[CH:4][CH:3]=1.C([O-])([O-])=O.[K+].[K+].I[CH2:26][CH3:27]>CN(C=O)C>[CH2:26]([N:11]([S:8]([C:5]1[CH:6]=[CH:7][C:2]([F:1])=[CH:3][CH:4]=1)(=[O:10])=[O:9])[C:12]1([C:15]([O:17][CH3:18])=[O:16])[CH2:14][CH2:13]1)[CH3:27] |f:1.2.3|. Run at temperature 50 celsius. Yields the product C(C)N(C1(CC1)C(=O)OC)S(=O)(=O)C1=CC=C(C=C1)F (methyl 1-[ethyl-(4-fluorophenyl)sulfonyl-amino]cyclopropanecarboxylate). Reported procedure: A solution of 13A (1 g, 3.67 mmol) in DMF (15 mL) was added with an. K2CO3 (1.5 mol eq, 0.76 g) and, after few minutes, 2-iodoethane (1.2 mol eq, 0.45 ml) was added and the mixture was heated at 50° C. for 12 h. The solvent was removed under reduced pressure, water was added to the residue (60 mL) and the aqueous phase was extracted with EtOAc (3×30 mL). The combined organic phases were dried over Na2SO4 and evaporated under reduced pressure to afford 14A as a pale yellow oil (1.1 g, 98% yield).... The yield is 98.0%. Run in CN(C)C=O (DMF). The reactants are C(=O)([O-])[O-].[K+].[K+] (K2CO3), FC1=CC=C(C=C1)S(=O)(=O)NC1(CC1)C(=O)OC (methyl 1-[(4-fluorophenyl)sulfonylamino]cyclopropanecarboxylate), ICC (2-iodoethane).